This data is from the Open Reaction Database (ORD), a public repository of structured organic reaction records. The task is: describe an organic reaction: reactants, conditions, products, and yield The reactants are O=S(=O)(Cl)c1ccccc1F, Cc1cc(C(=O)c2cn(C(C)C)c3ncnc(N)c23)cc(N)n1, c1ccncc1. The product is Cc1cc(C(=O)c2cn(C(C)C)c3ncnc(N)c23)cc(NS(=O)(=O)c2ccccc2F)n1. RXN SMILES: [F:1][c:2]1[c:3]([S:8](=[O:9])(=[O:10])[Cl:11])[cH:4][cH:5][cH:6][cH:7]1.[NH2:12][c:13]1[c:14]2[c:15]([n:16][cH:17][n:18]1)[n:19]([CH:32]([CH3:33])[CH3:34])[cH:20][c:21]2[C:22](=[O:23])[c:24]1[cH:25][c:26]([NH2:31])[n:27][c:28]([CH3:30])[cH:29]1.[cH:35]1[cH:36][cH:37][n:38][cH:39][cH:40]1>>[F:1][c:2]1[c:3]([S:8](=[O:9])(=[O:10])[NH:31][c:26]2[cH:25][c:24]([C:22]([c:21]3[c:14]4[c:13]([NH2:12])[n:18][cH:17][n:16][c:15]4[n:19]([CH:32]([CH3:33])[CH3:34])[cH:20]3)=[O:23])[cH:29][c:28]([CH3:30])[n:27]2)[cH:4][cH:5][cH:6][cH:7]1. Starting materials: C(=O)(OC(C)(C)C)N[C@@H](C(C)C)C(=O)O.N[C@@H](C(C)C)C(=O)O (N-Boc-L-valine L-valine), Cl.C(C1=CC=CC=C1)OP(=O)(CC1CCCCC1)C[C@@H](CN)O (((R)-3-amino-2-hydroxy-propyl)-cyclohexylmethyl phosphinic acid benzyl ester hydrochloride). Product: C(C1=CC=CC=C1)OP(=O)(CC1CCCCC1)C[C@@H](CNC([C@H](C(C)C)NC([C@H](C(C)C)NC(=O)OC(C)(C)C)=O)=O)O ({(R)-3-[(S)-2-((S)-2-tert-Butoxycarbonylamino-3-methyl-butyrylamino)-3-methyl-butyrylamino]-2-hydroxy-propyl}-cyclohexylmethyl-phosphinic acid benzyl ester). Reaction SMILES: [C:1]([NH:8][C@H:9]([C:13]([OH:15])=O)[CH:10]([CH3:12])[CH3:11])([O:3][C:4]([CH3:7])([CH3:6])[CH3:5])=[O:2].[NH2:16][C@H:17]([C:21]([OH:23])=O)[CH:18]([CH3:20])[CH3:19].Cl.[CH2:25]([O:32][P:33]([CH2:42][C@H:43]([OH:46])[CH2:44][NH2:45])([CH2:35][CH:36]1[CH2:41][CH2:40][CH2:39][CH2:38][CH2:37]1)=[O:34])[C:26]1[CH:31]=[CH:30][CH:29]=[CH:28][CH:27]=1>>[CH2:25]([O:32][P:33]([CH2:42][C@H:43]([OH:46])[CH2:44][NH:45][C:21](=[O:23])[C@@H:17]([NH:16][C:13](=[O:15])[C@@H:9]([NH:8][C:1]([O:3][C:4]([CH3:5])([CH3:6])[CH3:7])=[O:2])[CH:10]([CH3:11])[CH3:12])[CH:18]([CH3:20])[CH3:19])([CH2:35][CH:36]1[CH2:41][CH2:40][CH2:39][CH2:38][CH2:37]1)=[O:34])[C:26]1[CH:27]=[CH:28][CH:29]=[CH:30][CH:31]=1 |f:0.1,2.3|. Reported procedure: The title compound was prepared substantially in a similar manner as Example 12 Method B using N-Boc-L-valine-L-valine and ((R)-3-amino-2-hydroxy-propyl)-cyclohexylmethyl phosphinic acid benzyl ester hydrochloride. The crude product was purified by gradient flash chromatography (methanol/methylene chloride) on a RediSep disposable column. 1H NMR (CD3Cl, 300 MHz): δ 7.45-7.30 (m, 5H), 6.50 (d, 1H), 5.15-4.98 (m, 3H), 4.55 (br.s, 1H), 4.33-4.22 (m, 1H), 4.20-4.05 (m, 1H), 3.95-3.84 (m, 1H), 3.56-3... Starting materials: C12C(C3CC(CC(C1)C3)C2)=C2N=C(OC3=C2C=CC=C3)C3=CC=C(C=C3)OC (4-adamantylidene-2-(4'-methoxyphenyl)-4H-1,3-benzoxazine), B(I)(I)I (boron triiodide), O (water), O (water). Run in C(Cl)Cl (methylene chloride). Run at time 4 hour. Product: C12C(C3CC(CC(C1)C3)C2)=C2N=C(OC3=C2C=CC=C3)C3=CC=C(C=C3)O (4-Adamantylidene-2-(4'-hydroxyphenyl)-4-H-1,3-benzoxazine). RXN SMILES: [CH:1]12[CH2:10][CH:5]3[CH2:6][CH:7]([CH2:9][CH:3]([CH2:4]3)[C:2]1=[C:11]1[C:16]3[CH:17]=[CH:18][CH:19]=[CH:20][C:15]=3[O:14][C:13]([C:21]3[CH:26]=[CH:25][C:24]([O:27]C)=[CH:23][CH:22]=3)=[N:12]1)[CH2:8]2.B(I)(I)I.O>C(Cl)Cl>[CH:1]12[CH2:10][CH:5]3[CH2:6][CH:7]([CH2:9][CH:3]([CH2:4]3)[C:2]1=[C:11]1[C:16]3[CH:17]=[CH:18][CH:19]=[CH:20][C:15]=3[O:14][C:13]([C:21]3[CH:26]=[CH:25][C:24]([OH:27])=[CH:23][CH:22]=3)=[N:12]1)[CH2:8]2. Procedure details: A solution of 6 mmol 4-adamantylidene-2-(4'-methoxyphenyl)-4H-1,3-benzoxazine in 20 ml absolute methylene chloride is added dropwise to a solution of 12 mmol boron triiodide while stirring at -25° C. with the exclusion of air and water. The mixture is heated to room temperature within one hour and stirred for a further 4 hours. After admixing with 50 ml water the organic phase is separated and dried over sodium sulfate. The solvent is removed by distillation. The oily residue is separated by col... Starting materials: F[B-](F)(F)F, CC(=O)O, CCN(C(C)C)C(C)C, Cl, NC1CCC(CCN2CCC(c3cccc4c3OCO4)CC2)CC1, CN(C)C=O, CN(C)C(On1nnc2ccccc21)=[N+](C)C. Product: CC(=O)NC1CCC(CCN2CCC(c3cccc4c3OCO4)CC2)CC1. As a reaction SMILES: [B-:39]([F:40])([F:41])([F:42])[F:43].[CH3:35][C:36]([OH:37])=[O:38].[CH:26]([N:27]([CH2:28][CH3:29])[CH:30]([CH3:31])[CH3:32])([CH3:33])[CH3:34].[ClH:1].[O:2]1[CH2:3][O:4][c:5]2[c:6]1[cH:7][cH:8][cH:9][c:10]2[CH:11]1[CH2:12][CH2:13][N:14]([CH2:17][CH2:18][CH:19]2[CH2:20][CH2:21][CH:22]([NH2:25])[CH2:23][CH2:24]2)[CH2:15][CH2:16]1.[O:61]=[CH:62][N:63]([CH3:64])[CH3:65].[n:44]1([O:45][C:46]([N:47]([CH3:48])[CH3:49])=[N+:50]([CH3:51])[CH3:52])[c:53]2[cH:54][cH:55][cH:56][cH:57][c:58]2[n:59][n:60]1>>[O:2]1[CH2:3][O:4][c:5]2[c:6]1[cH:7][cH:8][cH:9][c:10]2[CH:11]1[CH2:12][CH2:13][N:14]([CH2:17][CH2:18][CH:19]2[CH2:20][CH2:21][CH:22]([NH:25][C:36]([CH3:35])=[O:37])[CH2:23][CH2:24]2)[CH2:15][CH2:16]1. Starting materials: ClC1=CC(=C(C(=O)O)C=C1S(=O)(=O)C)C (4-chloro-5-methanesulfonyl-2-methylbenzoic acid), C(C)(OC)(OC)OC (trimethyl orthoacetate). Run in CN1CCCC1=O (NMP). Reaction conditions: temperature 90 celsius, time 18 hour. The product is CS(=O)(=O)C1=CC(=C(C(=O)OC)C=C1S(=O)(=O)C)C (methyl 4,5-bis-methanesulfonyl-2-methylbenzoate). Reaction SMILES: Cl[C:2]1[C:10]([S:11]([CH3:14])(=[O:13])=[O:12])=[CH:9][C:5](C(O)=O)=[C:4](C)[CH:3]=1.[C:16](OC)([O:20][CH3:21])([O:18]C)[CH3:17]>CN1C(=O)CCC1>[CH3:14][S:11]([C:10]1[C:9]([S:11]([CH3:10])(=[O:13])=[O:12])=[CH:5][C:17]([C:16]([O:20][CH3:21])=[O:18])=[C:3]([CH3:4])[CH:2]=1)(=[O:13])=[O:12]. Procedure details: A solution of 100.0 g of 4-chloro-5-methanesulfonyl-2-methylbenzoic acid and 68.1 g of trimethyl orthoacetate in 322 ml of NMP was refluxed until the acid had reacted completely. After the excess orthoester had been distilled off, 96.5 g of sodium methanesulfinate were added, and the mixture was stirred at 90° C. for 18 h. Conventional work-up gave methyl 4,5-bis-methanesulfonyl-2-methylbenzoate. Starting materials: COC(=O)C=1C=C2C(=NNC2=CC1)C=O (3-Formyl-1H-indazole-5-carboxylic acid methyl ester), BrCC1=NOC(=C1)C=1SC(=CC1)Cl (3-Bromomethyl-5-(5-chloro-thiophen-2-yl)-isoxazole), 0107436 A2, C(=O)([O-])[O-].[Cs+].[Cs+] (Cs2CO3). Run in CN(C)C=O (DMF). Reaction conditions: time 1.5 hour. Yields the product COC(=O)C=1C=C2C(=NN(C2=CC1)CC1=NOC(=C1)C=1SC(=CC1)Cl)C=O (1-[5-(5-Chloro-thiophen-2-yl)-isoxazol-3-ylmethyl]-3-formyl-1H-indazole-5-carboxylic acid methyl ester). RXN SMILES: [CH3:1][O:2][C:3]([C:5]1[CH:6]=[C:7]2[C:11](=[CH:12][CH:13]=1)[NH:10][N:9]=[C:8]2[CH:14]=[O:15])=[O:4].Br[CH2:17][C:18]1[CH:22]=[C:21]([C:23]2[S:24][C:25]([Cl:28])=[CH:26][CH:27]=2)[O:20][N:19]=1.C([O-])([O-])=O.[Cs+].[Cs+]>CN(C=O)C>[CH3:1][O:2][C:3]([C:5]1[CH:6]=[C:7]2[C:11](=[CH:12][CH:13]=1)[N:10]([CH2:17][C:18]1[CH:22]=[C:21]([C:23]3[S:24][C:25]([Cl:28])=[CH:26][CH:27]=3)[O:20][N:19]=1)[N:9]=[C:8]2[CH:14]=[O:15])=[O:4] |f:2.3.4|. Procedure: To a solution of 200 mg 3-Formyl-1H-indazole-5-carboxylic acid methyl ester in 4 mL DMF, 273 mg 3-Bromomethyl-5-(5-chloro-thiophen-2-yl)-isoxazole [prepared by adopting a procedure described by Ewing, William R.; Becker, Michael R.; Choi-Sledeski, Yong Mi; Pauls, Heinz W.; He, Wei; Condon, Stephen M.; Davis, Roderick S.; Hanney, Barbara A.; Spada, Alfred P.; Burns, Christopher J.; Jiang, John Z.; Li, Aiwen; Myers, Michael R.; Lau, Wan F.; Poli, Gregory B; PCT Int. Appl. (2001) 460 pp. WO 0107436... The reactants are O=C([O-])[O-], COC(=O)c1cccc(CBr)c1, COC(=O)c1cc(O)cc(C(=O)OC)c1, CC(C)=O, [K+], [K+]. The product is COC(=O)c1cccc(COc2cc(C(=O)OC)cc(C(=O)OC)c2)c1. Reaction SMILES: [C:28](=[O:29])([O-:30])[O-:31].[CH3:16][O:17][C:18]([c:19]1[cH:20][c:21]([CH2:25][Br:26])[cH:22][cH:23][cH:24]1)=[O:27].[CH3:1][O:2][C:3]([c:4]1[cH:5][c:6]([C:7](=[O:8])[O:9][CH3:10])[cH:11][c:12]([OH:14])[cH:13]1)=[O:15].[CH3:34][C:35](=[O:36])[CH3:37].[K+:32].[K+:33]>>[CH3:1][O:2][C:3]([c:4]1[cH:5][c:6]([C:7](=[O:8])[O:9][CH3:10])[cH:11][c:12]([O:14][CH2:25][c:21]2[cH:20][c:19]([C:18]([O:17][CH3:16])=[O:27])[cH:24][cH:23][cH:22]2)[cH:13]1)=[O:15]. Starting materials: O=C([O-])[O-], CC#N, O=[N+]([O-])c1ccc(Cl)nc1, [K+], [K+], O, COC(=O)c1ccc(O)cc1. Product: COC(=O)c1ccc(Oc2ccc([N+](=O)[O-])cn2)cc1. As a reaction SMILES: [C:22](=[O:23])([O-:24])[O-:25].[CH3:29][C:30]#[N:31].[Cl:1][c:2]1[n:3][cH:4][c:5]([N+:8](=[O:9])[O-:10])[cH:6][cH:7]1.[K+:26].[K+:27].[OH2:28].[OH:11][c:12]1[cH:13][cH:14][c:15]([C:18](=[O:19])[O:20][CH3:21])[cH:16][cH:17]1>>[c:2]1([O:11][c:12]2[cH:13][cH:14][c:15]([C:18](=[O:19])[O:20][CH3:21])[cH:16][cH:17]2)[n:3][cH:4][c:5]([N+:8](=[O:9])[O-:10])[cH:6][cH:7]1. Starting materials: CCN(c1cc(-c2ccc(N3CCC(N(C(=O)[O-])C(C)(C)C)CC3)nc2)cc(C(=O)NCc2c(C(C)C)cc(C)[nH]c2=O)c1C)C1CCOCC1, ClCCl, O=C(O)C(F)(F)F. The product is CCN(c1cc(-c2ccc(N3CCC(N)CC3)nc2)cc(C(=O)NCc2c(C(C)C)cc(C)[nH]c2=O)c1C)C1CCOCC1. As a reaction SMILES: [C:1]([N:5]([C:2](=[O:3])[O-:4])[CH:9]1[CH2:10][CH2:11][N:12]([c:15]2[n:16][cH:17][c:18](-[c:21]3[cH:22][c:23]([N:43]([CH:44]4[CH2:45][CH2:46][O:47][CH2:48][CH2:49]4)[CH2:50][CH3:51])[c:24]([CH3:42])[c:25]([C:27]([NH:28][CH2:29][c:30]4[c:31](=[O:40])[nH:32][c:33]([CH3:39])[cH:34][c:35]4[CH:36]([CH3:37])[CH3:38])=[O:41])[cH:26]3)[cH:19][cH:20]2)[CH2:13][CH2:14]1)([CH3:6])([CH3:7])[CH3:8].[Cl:59][CH2:60][Cl:61].[F:52][C:53]([F:54])([F:55])[C:56]([OH:57])=[O:58]>>[NH2:5][CH:9]1[CH2:10][CH2:11][N:12]([c:15]2[n:16][cH:17][c:18](-[c:21]3[cH:22][c:23]([N:43]([CH:44]4[CH2:45][CH2:46][O:47][CH2:48][CH2:49]4)[CH2:50][CH3:51])[c:24]([CH3:42])[c:25]([C:27]([NH:28][CH2:29][c:30]4[c:31](=[O:40])[nH:32][c:33]([CH3:39])[cH:34][c:35]4[CH:36]([CH3:37])[CH3:38])=[O:41])[cH:26]3)[cH:19][cH:20]2)[CH2:13][CH2:14]1.